Dataset: the Open Reaction Database (ORD), a public repository of structured organic reaction records. Task: describe an organic reaction: reactants, conditions, products, and yield The reactants are [OH-].[Na+] (NaOH), C(C)(C)(C)OC(=O)N1CCC(CC1)C1=CC2=NC=CC(=C2S1)OC1=C(C=C(C=C1)NC1=C(C(=O)OCC)C=CC=N1)F (ethyl 2-(4-(2-(1-(tert-butoxycarbonyl)piperidin-4-yl)thieno[3,2-b]pyridin-7-yloxy)-3-fluorophenylamino)nicotinate), Cl (HCl). The solvent is C1CCOC1 (THF). Reaction conditions: time 1 hour. The product is C(C)(C)(C)OC(=O)N1CCC(CC1)C1=CC2=NC=CC(=C2S1)OC1=C(C=C(C=C1)NC1=C(C(=O)O)C=CC=N1)F (2-(4-(2-(1-(tert-butoxycarbonyl)piperidin-4-yl)thieno[3,2-b]pyridin-7-yloxy)-3-fluorophenylamino)nicotinic acid). Reaction SMILES: [C:1]([O:5][C:6]([N:8]1[CH2:13][CH2:12][CH:11]([C:14]2[S:22][C:21]3[C:16](=[N:17][CH:18]=[CH:19][C:20]=3[O:23][C:24]3[CH:29]=[CH:28][C:27]([NH:30][C:31]4[N:41]=[CH:40][CH:39]=[CH:38][C:32]=4[C:33]([O:35]CC)=[O:34])=[CH:26][C:25]=3[F:42])[CH:15]=2)[CH2:10][CH2:9]1)=[O:7])([CH3:4])([CH3:3])[CH3:2].[OH-].[Na+].Cl>C1COCC1>[C:1]([O:5][C:6]([N:8]1[CH2:13][CH2:12][CH:11]([C:14]2[S:22][C:21]3[C:16](=[N:17][CH:18]=[CH:19][C:20]=3[O:23][C:24]3[CH:29]=[CH:28][C:27]([NH:30][C:31]4[N:41]=[CH:40][CH:39]=[CH:38][C:32]=4[C:33]([OH:35])=[O:34])=[CH:26][C:25]=3[F:42])[CH:15]=2)[CH2:10][CH2:9]1)=[O:7])([CH3:4])([CH3:2])[CH3:3] |f:1.2|. Procedure details: A round-bottomed flask was charged with ethyl 2-(4-(2-(1-(tert-butoxycarbonyl)piperidin-4-yl)thieno[3,2-b]pyridin-7-yloxy)-3-fluorophenylamino)nicotinate (0.100 g, 0.169 mmol) and THF (1 mL). NaOH (3.0 mL, 1N) was added and the mixture stirred for 1 hour. The mixture was then acidified to pH 6 with HCl aq. (1N) and extracted with EtOAc. The organics were dried (MgSO4), filtered and concentrated to get product as a yellow solid. LRMS (esi+) 565 m/z (M+1) detected. Starting materials: COC(C(CC(=O)O)=C(C)C)=O (2-isopropylidenesuccinic acid 1-methyl ester), [Rh(COD)(S,S)-Me-BPE]OTf. The solvent is CO (methanol), CO (methanol). Conditions: temperature 0 celsius, time 22 hour. Yields the product COC([C@@H](CC(=O)O)C(C)C)=O (2-(S)-isopropylsuccinic acid 1-methyl ester). As a reaction SMILES: [CH3:1][O:2][C:3](=[O:12])[C:4](=[C:9]([CH3:11])[CH3:10])[CH2:5][C:6]([OH:8])=[O:7]>CO>[CH3:1][O:2][C:3](=[O:12])[C@H:4]([CH:9]([CH3:10])[CH3:11])[CH2:5][C:6]([OH:8])=[O:7]. Procedure details: A solution of the tert-butylamnine salt of 2-isopropylidenesuccinic acid 1-methyl ester (162 g, 0.66 mol) in methanol (800 mL) was transferred to a 2 L high pressure hydrogenation vessel and degassed by pressurizing and venting four times with 10 bar of hydrogen. The vessel was then cooled to 0° C. and a solution of [Rh(COD)(S,S)-Me-BPE]OTf(0.80 g, 0.0013 mol) in methanol (10 mL) was added through the solvent port. The reaction was purged again with hydrogen and stirred at 0° C. under a pressure... Reactants: ClC=1C=C(CN2C(=NC3=C2C=C(C(=C3)F)F)C=3C(=NC=CC3)OCC3=C(C=CC=C3)Cl)C=CC1 (1-(3-Chloro-benzyl)-2-[2-(2-chloro-benzyloxy)-pyridin-3-yl]-5,6-difluoro-1H-benzoimidazole), C1(CCCC1)CO (cyclopentyl-methanol), powder. The product is ClC=1C=C(CN2C(=NC3=C2C=C(C(=C3)F)F)C=3C(=NC=CC3)OCC3CCCC3)C=CC1 (1-(3-Chloro-benzyl)-2-(2-cyclopentylmethoxy-pyridin-3-yl)-5,6-difluoro-1H-benzoimidazole). Reaction SMILES: [Cl:1][C:2]1[CH:3]=[C:4]([CH:32]=[CH:33][CH:34]=1)[CH2:5][N:6]1[C:10]2[CH:11]=[C:12]([F:16])[C:13]([F:15])=[CH:14][C:9]=2[N:8]=[C:7]1[C:17]1[C:18]([O:23][CH2:24][C:25]2[CH:30]=C[CH:28]=[CH:27][C:26]=2Cl)=[N:19][CH:20]=[CH:21][CH:22]=1.C1(CO)CCCC1>>[Cl:1][C:2]1[CH:3]=[C:4]([CH:32]=[CH:33][CH:34]=1)[CH2:5][N:6]1[C:10]2[CH:11]=[C:12]([F:16])[C:13]([F:15])=[CH:14][C:9]=2[N:8]=[C:7]1[C:17]1[C:18]([O:23][CH2:24][CH:25]2[CH2:26][CH2:27][CH2:28][CH2:30]2)=[N:19][CH:20]=[CH:21][CH:22]=1. Procedure: The title compound was prepared in analogy to Example 1, from 1-(3-chloro-benzyl)-2-(2-chloro-pyridin-3-yl)-5,6-difluoro-1H-benzoimidazole (Example 11, intermediate) and cyclopentyl-methanol (CAS Reg. No. 3637-61-4). Colorless powder (52%). MS (Turbo Spray): m/z=454.1 (M+H). The reactants are O1C(CO\N=C\2/CCCC=3SC=CC32)C1 (E-4-(2,3-epoxypropoxy)imino-4,5,6,7-tetrahydrobenzo[b]thiophene), N1CCCC1 (pyrrolidine), C(C(=O)[O-])(=O)[O-] (Oxalate). Yields the product OC(CO\N=C\1/CCCC=2SC=CC21)CN2CCCC2 (E-4-[2-Hydroxy-3-(pyrrolidin-1-yl)-propoxy]imino-4,5,6,7-tetrahydrobenzo[b]thiophene). The yield is 77.5%. RXN SMILES: [O:1]1[CH2:15][CH:2]1[CH2:3][O:4]/[N:5]=[C:6]1\[CH2:7][CH2:8][CH2:9][C:10]2[S:11][CH:12]=[CH:13][C:14]\1=2.[NH:16]1[CH2:20][CH2:19][CH2:18][CH2:17]1.C([O-])(=O)C([O-])=O>>[OH:1][CH:2]([CH2:15][N:16]1[CH2:20][CH2:19][CH2:18][CH2:17]1)[CH2:3][O:4]/[N:5]=[C:6]1\[CH2:7][CH2:8][CH2:9][C:10]2[S:11][CH:12]=[CH:13][C:14]\1=2. Procedure: This compound is prepared by the procedure described in Example 1 by condensing E-4-(2,3-epoxypropoxy)imino-4,5,6,7-tetrahydrobenzo[b]thiophene with pyrrolidine. Oxalate: white crystals; m.p. 136° C. (recrystallised from isopropyl alcohol); yield: 77.5% of theory. The reactants are BrC1=NC=CC=C1 (2-bromo-pyridine), C(CC#C)N1N=C2C(=N1)C=CC(=C2)C (2-but-3-ynyl-5-methyl-2H-benzo[d][1,2,3]triazole). Product: CC1=CC=2C(=NN(N2)CCC#CC2=NC=CC=C2)C=C1 (5-methyl-2-(4-(pyridin-2-yl)but-3-ynyl)-2H-benzo[d][1,2,3]triazole). Yield: 36.8%. Reaction SMILES: Br[C:2]1[CH:7]=[CH:6][CH:5]=[CH:4][N:3]=1.[CH2:8]([N:12]1[N:16]=[C:15]2[CH:17]=[CH:18][C:19]([CH3:21])=[CH:20][C:14]2=[N:13]1)[CH2:9][C:10]#[CH:11]>>[CH3:21][C:19]1[CH:18]=[CH:17][C:15]2=[N:16][N:12]([CH2:8][CH2:9][C:10]#[C:11][C:2]3[CH:7]=[CH:6][CH:5]=[CH:4][N:3]=3)[N:13]=[C:14]2[CH:20]=1. Procedure: The title compound was prepared in accordance with the general method of Example 1, from 2-bromo-pyridine (66 mg, 0.42 mmol) and 2-but-3-ynyl-5-methyl-2H-benzo[d][1,2,3]triazole (70 mg, 0.38 mmol, Example 165(B)). Reaction time: 3 hours. The crude residue was purified by flash chromatography (DCM/MeOH 99:1) to yield 36 mg (0.14 mmol, 37%) of 5-methyl-2-(4-(pyridin-2-yl)but-3-ynyl)-2H-benzo[d][1,2,3]triazole as an orange solid. Reactants: C(=S)NC(C(=O)OCC(=O)C1=CC=C(C=C1)Br)P(=O)(OCCCC)OCCCC (p-bromophenacyl α-thioformamido-dibutylphosphonoacetate), C([O-])([O-])=O.[K+].[K+] (potassium carbonate), ClCC(COC(C(C)C)=O)=O (1-chloro-3-isobutyryloxy-2-propanone). Run in CC(=O)C (acetone), CC(=O)C (acetone). Reaction conditions: time 3 hour. Yields the product C(C(C)C)(=O)OCC1=C(N=CSC1)C(=O)OCC(=O)C1=CC=C(C=C1)Br (p-bromophenacyl 5-isobutyryloxymethyl-6H-1,3-thiazine-4-carboxylate). Reaction SMILES: [CH:1]([NH:3][CH:4](P(OCCCC)(OCCCC)=O)[C:5]([O:7][CH2:8][C:9]([C:11]1[CH:16]=[CH:15][C:14]([Br:17])=[CH:13][CH:12]=1)=[O:10])=[O:6])=[S:2].C(=O)([O-])[O-].[K+].[K+].Cl[CH2:37][C:38](=O)[CH2:39][O:40][C:41](=[O:45])[CH:42]([CH3:44])[CH3:43]>CC(C)=O>[C:41]([O:40][CH2:39][C:38]1[CH2:37][S:2][CH:1]=[N:3][C:4]=1[C:5]([O:7][CH2:8][C:9]([C:11]1[CH:12]=[CH:13][C:14]([Br:17])=[CH:15][CH:16]=1)=[O:10])=[O:6])(=[O:45])[CH:42]([CH3:44])[CH3:43] |f:1.2.3|. Procedure: A solution of p-bromophenacyl α-thioformamido-dibutylphosphonoacetate (6.10 g) in acetone (50 ml) is treated with powdered potassium carbonate (4.98 g). The mixture is stirred under a nitrogen atmosphere while 1-chloro-3-isobutyryloxy-2-propanone (2.32 g) in acetone (10 ml) is added dropwise over 10 minutes. The reaction mixture is stirred an additional 3 hours at room temperature, then filtered. Evaporaton of the filtrate under reduced pressure leaves a dark oil which is extracted with carbon t...